This data is from the Open Reaction Database (ORD), a public repository of structured organic reaction records. The task is: describe an organic reaction: reactants, conditions, products, and yield The reactants are CC(C)(C)[O-], COC(=O)CCC(C(N)=O)N1Cc2c(OCC3COc4ccccc4C3)cccc2C1=O, Cl, [K+], C1CCOC1, O. Yields the product O=C1CCC(N2Cc3c(OCC4COc5ccccc5C4)cccc3C2=O)C(=O)N1. RXN SMILES: [CH3:1][C:2]([CH3:3])([O-:4])[CH3:5].[CH3:7][O:8][C:9]([CH2:10][CH2:11][CH:12]([N:13]1[C:14](=[O:34])[c:15]2[cH:16][cH:17][cH:18][c:19]([O:22][CH2:23][CH:24]3[CH2:25][O:26][c:27]4[cH:28][cH:29][cH:30][cH:31][c:32]4[CH2:33]3)[c:20]2[CH2:21]1)[C:35]([NH2:36])=[O:37])=[O:38].[ClH:39].[K+:6].[O:41]1[CH2:42][CH2:43][CH2:44][CH2:45]1.[OH2:40]>>[C:9]1(=[O:38])[CH2:10][CH2:11][CH:12]([N:13]2[C:14](=[O:34])[c:15]3[cH:16][cH:17][cH:18][c:19]([O:22][CH2:23][CH:24]4[CH2:25][O:26][c:27]5[cH:28][cH:29][cH:30][cH:31][c:32]5[CH2:33]4)[c:20]3[CH2:21]2)[C:35](=[O:37])[NH:36]1.